Dataset: the Open Reaction Database (ORD), a public repository of structured organic reaction records. Task: describe an organic reaction: reactants, conditions, products, and yield The reactants are ClC1=CC=C(C=C1)C(O)C1=CC=C(C=C1)Cl (bis(4-chlorophenyl)methanol), C(C(=O)Cl)(=O)Cl (oxalylchloride). Run in ClCCl (dichloromethane). Reaction conditions: time 4 hour. Product: ClC1=CC=C(C=C1)C(C1=CC=C(C=C1)Cl)Cl (bis(4-chlorophenyl)methyl chloride). As a reaction SMILES: [Cl:1][C:2]1[CH:7]=[CH:6][C:5]([CH:8]([C:10]2[CH:15]=[CH:14][C:13]([Cl:16])=[CH:12][CH:11]=2)O)=[CH:4][CH:3]=1.C(Cl)(=O)C([Cl:20])=O>ClCCl>[Cl:1][C:2]1[CH:7]=[CH:6][C:5]([CH:8]([Cl:20])[C:10]2[CH:15]=[CH:14][C:13]([Cl:16])=[CH:12][CH:11]=2)=[CH:4][CH:3]=1. Procedure: To a solution of bis(4-chlorophenyl)methanol (2.0 g) in dichloromethane (20 ml) was added oxalylchloride (1 ml). The mixture was stirred for 4 hours and the solvent was removed in vacuo. The residue was dissolved in n-hexane (20 ml) and filtered off. The solvent was removed in vacuo to give colorless oil of bis(4-chlorophenyl)methyl chloride (2.15 g). Reactants: S(=O)(=O)(C1=CC=C(C)C=C1)N1C=CC=2C1=NC=C(C2)NC2=NN1C(C=CC=C1CN1CC(NCC1)=O)=N2 (4-((2-(1-Tosyl-1H-pyrrolo[2,3-b]pyridin-5-ylamino)-[1,2,4]triazolo[1,5-a]pyridin-5-yl)methyl)piperazin-2-one), C1(=CC=CC=C1)P(C1=CC=CC=2C(C3=CC=CC(=C3OC12)P(C1=CC=CC=C1)C1=CC=CC=C1)(C)C)C1=CC=CC=C1 (4,5-bis(diphenylphosphino)-9,9-dimethylxanthene), BrC=1C=C2C(=NC1)N(C=C2)S(=O)(=O)C2=CC=C(C)C=C2 (5-bromo-1-tosyl-1H-pyrrolo[2,3-b]pyridine), 4-((2-amino-[1,2,4]triazolo[1,5-c]pyridin-5-yl)methyl)piperazin-2-one, C([O-])([O-])=O.[Cs+].[Cs+] (cesium carbonate). Reagents/catalysts: C=1C=CC(=CC1)/C=C/C(=O)/C=C/C2=CC=CC=C2.C=1C=CC(=CC1)/C=C/C(=O)/C=C/C2=CC=CC=C2.C=1C=CC(=CC1)/C=C/C(=O)/C=C/C2=CC=CC=C2.[Pd].[Pd] (tris(dibenzylideneacetone)dipalladium(0)). Run in O1CCOCC1 (1,4-dioxane), C(C)#N (acetonitrile). Reaction conditions: temperature 100 celsius. The product is N1C=CC=2C1=NC=C(C2)NC2=NN1C(C=CC=C1CN1CC(NCC1)=O)=N2 (4-((2-(1H-Pyrrolo[2,3-b]pyridin-5-ylamino)-[1,2,4]triazolo[1,5-a]pyridin-5-yl)methyl)piperazin-2-one). Yield: 57.0%. RXN SMILES: S([N:11]1[C:15]2=[N:16][CH:17]=[C:18]([NH:20][C:21]3[N:37]=[C:24]4[CH:25]=[CH:26][CH:27]=[C:28]([CH2:29][N:30]5[CH2:35][CH2:34][NH:33][C:32](=[O:36])[CH2:31]5)[N:23]4[N:22]=3)[CH:19]=[C:14]2[CH:13]=[CH:12]1)(C1C=CC(C)=CC=1)(=O)=O.C1(P(C2C=CC=CC=2)C2C3OC4C(=CC=CC=4P(C4C=CC=CC=4)C4C=CC=CC=4)C(C)(C)C=3C=CC=2)C=CC=CC=1.BrC1C=C2C=CN(S(C3C=CC(C)=CC=3)(=O)=O)C2=NC=1.C(=O)([O-])[O-].[Cs+].[Cs+]>O1CCOCC1.C(#N)C.C1C=CC(/C=C/C(/C=C/C2C=CC=CC=2)=O)=CC=1.C1C=CC(/C=C/C(/C=C/C2C=CC=CC=2)=O)=CC=1.C1C=CC(/C=C/C(/C=C/C2C=CC=CC=2)=O)=CC=1.[Pd].[Pd]>[NH:11]1[C:15]2=[N:16][CH:17]=[C:18]([NH:20][C:21]3[N:37]=[C:24]4[CH:25]=[CH:26][CH:27]=[C:28]([CH2:29][N:30]5[CH2:35][CH2:34][NH:33][C:32](=[O:36])[CH2:31]5)[N:23]4[N:22]=3)[CH:19]=[C:14]2[CH:13]=[CH:12]1 |f:3.4.5,8.9.10.11.12|. Procedure: 4-((2-(1-Tosyl-1H-pyrrolo[2,3-b]pyridin-5-ylamino)-[1,2,4]triazolo[1,5-a]pyridin-5-yl)methyl)piperazin-2-one. A mixture of tris(dibenzylideneacetone)dipalladium(0) (0.019 g, 0.020 mmol) and 4,5-bis(diphenylphosphino)-9,9-dimethylxanthene (0.023 g, 0.041 mmol) in 1,4-dioxane (1.25 mL) was added to 5-bromo-1-tosyl-1H-pyrrolo[2,3-b]pyridine (0.086 g, 0.244 mmol), 4-((2-amino-[1,2,4]triazolo[1,5-c]pyridin-5-yl)methyl)piperazin-2-one (0.050 g, 0.203 mmol), and cesium carbonate (0.265 g, 0.812 mmol) i... The reactants are COC=1C=C2N=CC(=NC2=CC1OC)N[C@@H]1CC[C@H](CC1)O (trans-4-(6,7-dimethoxy-quinoxalin-2-ylamino)-cyclohexanol), C1(=CC=CC=C1)P(C1=CC=CC=C1)C1=CC=CC=C1 (triphenylphosphine), N(=NC(=O)OCC)C(=O)OCC (diethyl azodicarboxylate), [N+](=O)([O-])C1=CC=C(C(=O)O)C=C1 (4-nitrobenzoic acid). Yields the product C1(CC=CCC1)NC1=NC2=CC(=C(C=C2N=C1)OC)OC (cyclohex-3-enyl-(6,7-dimethoxyquinoxalin-2-yl)-amine). Conditions: temperature -78 celsius, time 1 hour. As a reaction SMILES: [CH3:1][O:2][C:3]1[CH:4]=[C:5]2[C:10](=[CH:11][C:12]=1[O:13][CH3:14])[N:9]=[C:8]([NH:15][C@H:16]1[CH2:21][CH2:20][C@H:19](O)[CH2:18][CH2:17]1)[CH:7]=[N:6]2.C1(P(C2C=CC=CC=2)C2C=CC=CC=2)C=CC=CC=1.N(C(OCC)=O)=NC(OCC)=O.[N+](C1C=CC(C(O)=O)=CC=1)([O-])=O>C1COCC1>[CH:16]1([NH:15][C:8]2[CH:7]=[N:6][C:5]3[C:10](=[CH:11][C:12]([O:13][CH3:14])=[C:3]([O:2][CH3:1])[CH:4]=3)[N:9]=2)[CH2:21][CH2:20][CH:19]=[CH:18][CH2:17]1. Yield: 87.6%. Run in C1CCOC1 (THF). Reported procedure: To a solution of trans-4-(6,7-dimethoxy-quinoxalin-2-ylamino)-cyclohexanol (303 mg, 1 mmol) in 10 mL of THF at −78° C. are added triphenylphosphine (524 mg, 2 mmol) and diethyl azodicarboxylate (1 mL). The mixture is stirred at −78° C. for one hour before addition of 4-nitrobenzoic acid (334 mg, 2 mmol). After being stirred at −78° C. for one hour, the mixture is continued to stir at ROOM TEMPERATURE for additional hour and then concentrated. The residue is chromatographed on silica gel (ether) ... The reactants are Cl.NCCS (cysteamine hydrochloride), [OH-].[Na+] (sodium hydroxide), OC1=C(C=O)C=CC=C1 (2-hydroxybenzaldehyde), CN=C=S (methyl isothiocyanate). Run in C(C)O (ethanol), C(C)O (ethanol). Conditions: time 30 minute. Yields the product CNC(=S)N1C(SCC1)C1=C(C=CC=C1)O (N-methyl-2-(2-hydroxyphenyl)thiazolidine-3-carbothioamide). Yield: 31.2%. As a reaction SMILES: Cl.[NH2:2][CH2:3][CH2:4][SH:5].[OH-].[Na+].[OH:8][C:9]1[CH:16]=[CH:15][CH:14]=[CH:13][C:10]=1[CH:11]=O.[CH3:17][N:18]=[C:19]=[S:20]>C(O)C>[CH3:17][NH:18][C:19]([N:2]1[CH2:3][CH2:4][S:5][CH:11]1[C:10]1[CH:13]=[CH:14][CH:15]=[CH:16][C:9]=1[OH:8])=[S:20] |f:0.1,2.3|. Procedure details: To a solution of cysteamine hydrochloride (11.3 g) in ethanol (250 ml) is added sodium hydroxide (4.0 g), and the mixture is stirred for 30 minutes under argon gas. A solution of 2-hydroxybenzaldehyde (12.2 g) in ethanol (40 ml) is added to the mixture, and the mixture is refluxed for 4 hours. To the mixture is added methyl isothiocyanate (7.9 g), and the mixture is further refluxed for 4 hours. After distilling off the solvent under reduced pressure, a mixture of water and ethanol is added to t... Starting materials: FC=1C=C(C=C(C1)F)[C@H](CCO)C1=CC=C(C=C1)S(=O)(=O)C ((3R)-3-(3,5-difluorophenyl)-3-[4-(methylsulfonyl)phenyl]propan-1-ol), S(=O)(=O)(C1=CC=C(C)C=C1)Cl (Tosyl chloride). Run in N1=CC=CC=C1 (pyridine), N1=CC=CC=C1 (pyridine). Conditions: time 18 hour. Product: CC1=CC=C(C=C1)S(=O)(=O)OCC[C@H](C1=CC=C(C=C1)S(=O)(=O)C)C1=CC(=CC(=C1)F)F ((3R)-3-(3,5-difluorophenyl)-3-[4-(methylsulfonyl)phenyl]propyl 4-methylbenzenesulfonate). As a reaction SMILES: [S:1](Cl)([C:4]1[CH:10]=[CH:9][C:7]([CH3:8])=[CH:6][CH:5]=1)(=[O:3])=[O:2].[F:12][C:13]1[CH:14]=[C:15]([C@@H:20]([C:24]2[CH:29]=[CH:28][C:27]([S:30]([CH3:33])(=[O:32])=[O:31])=[CH:26][CH:25]=2)[CH2:21][CH2:22][OH:23])[CH:16]=[C:17]([F:19])[CH:18]=1>N1C=CC=CC=1>[CH3:8][C:7]1[CH:9]=[CH:10][C:4]([S:1]([O:23][CH2:22][CH2:21][C@@H:20]([C:15]2[CH:16]=[C:17]([F:19])[CH:18]=[C:13]([F:12])[CH:14]=2)[C:24]2[CH:29]=[CH:28][C:27]([S:30]([CH3:33])(=[O:32])=[O:31])=[CH:26][CH:25]=2)(=[O:3])=[O:2])=[CH:5][CH:6]=1. Reported procedure: Tosyl chloride (3 g) was added portionwise to pyridine (50 ml) at 5° C., followed by a solution of (3R)-3-(3,5-difluorophenyl)-3-[4-(methylsulfonyl)phenyl]propan-1-ol (3.1 g) in pyridine (15 ml) and the resulting mixture was stirred at room temperature for 18 hours. The reaction mixture was poured onto ice/2N HCl and extracted with diethyl ether (×2). The organic extracts were dried and evaporated to dryness to give (3R)-3-(3,5-difluorophenyl)-3-[4-(methylsulfonyl)phenyl]propyl 4-methylbenzenesu... The reactants are C(Cl)Cl (CH2Cl2), COC(C1=CC(=C(C=C1)S(=O)(=O)Cl)OCC1=CC=CC=C1)=O (3-benzyloxy-4-chlorosulfonyl-benzoic acid methyl ester), C(C)(C)(C)OC(C[C@@H](C(=O)N)N)=O ((S)-3-amino-succinamic acid tert-butyl ester), N1=CC=CC=C1 (pyridine). Run in C(C)(=O)OCC (ethyl acetate). Conditions: time 12 hour. Yields the product COC(C1=CC(=C(C=C1)S(N[C@@H](CC(=O)OC(C)(C)C)C(N)=O)(=O)=O)OCC1=CC=CC=C1)=O (3-Benzyloxy-4-((S)-2-tert-butoxycarbonyl-1-carbamoyl-ethylsulfamoyl)-benzoic acid methyl ester). Isolated yield 45.0%. Reaction SMILES: C(Cl)Cl.[CH3:4][O:5][C:6](=[O:25])[C:7]1[CH:12]=[CH:11][C:10]([S:13](Cl)(=[O:15])=[O:14])=[C:9]([O:17][CH2:18][C:19]2[CH:24]=[CH:23][CH:22]=[CH:21][CH:20]=2)[CH:8]=1.[C:26]([O:30][C:31](=[O:38])[CH2:32][C@H:33]([NH2:37])[C:34]([NH2:36])=[O:35])([CH3:29])([CH3:28])[CH3:27].N1C=CC=CC=1>C(OCC)(=O)C>[CH3:4][O:5][C:6](=[O:25])[C:7]1[CH:12]=[CH:11][C:10]([S:13](=[O:15])(=[O:14])[NH:37][C@H:33]([C:34](=[O:35])[NH2:36])[CH2:32][C:31]([O:30][C:26]([CH3:29])([CH3:27])[CH3:28])=[O:38])=[C:9]([O:17][CH2:18][C:19]2[CH:24]=[CH:23][CH:22]=[CH:21][CH:20]=2)[CH:8]=1. Reported procedure: To a room temperature CH2Cl2 solution (400 mL) of 3-benzyloxy-4-chlorosulfonyl-benzoic acid methyl ester (11.43 g, 33.50 mmol) was added (S)-3-amino-succinamic acid tert-butyl ester (6.32 g, 33.50 mmol) and pyridine (10.80 mL). The reaction mixture was allowed to stir for 12 h at room temperature. The reaction was then diluted with ethyl acetate and washed with 5% citric acid and saturated NaHCO3. The organic phase was dried (MgSO4), and then the solvent was removed under vacuum. The resulting c... The reactants are CC(C)C[Al+]CC(C)C, CCOC(=O)C(F)=C(C)c1cc2c(cc1OC)OC(C)(C)C=C2C(C)C, [H-]. Product: COc1cc2c(cc1C(C)=C(F)CO)C(C(C)C)=CC(C)(C)O2. Reaction SMILES: [CH2:28]([Al+:29][CH2:30][CH:31]([CH3:32])[CH3:33])[CH:34]([CH3:35])[CH3:36].[F:1][C:2]([C:3](=[O:4])[O:5][CH2:6][CH3:7])=[C:8]([CH3:9])[c:10]1[cH:11][c:12]2[c:17]([cH:18][c:19]1[O:20][CH3:21])[O:16][C:15]([CH3:22])([CH3:23])[CH:14]=[C:13]2[CH:24]([CH3:25])[CH3:26].[H-:27]>>[F:1][C:2]([CH2:3][OH:4])=[C:8]([CH3:9])[c:10]1[cH:11][c:12]2[c:17]([cH:18][c:19]1[O:20][CH3:21])[O:16][C:15]([CH3:22])([CH3:23])[CH:14]=[C:13]2[CH:24]([CH3:25])[CH3:26]. The reactants are OC=1C=C(C#N)C=CC1 (3-Hydroxy-benzonitrile), ClC1=NC=C(C=C1)Cl (2,5-dichloro-pyridine). The product is ClC=1C=CC(=NC1)OC=1C=C(C#N)C=CC1 (3-(5-Chloro-pyridin-2-yloxy)-benzonitrile). Reaction SMILES: [OH:1][C:2]1[CH:3]=[C:4]([CH:7]=[CH:8][CH:9]=1)[C:5]#[N:6].Cl[C:11]1[CH:16]=[CH:15][C:14]([Cl:17])=[CH:13][N:12]=1>>[Cl:17][C:14]1[CH:15]=[CH:16][C:11]([O:1][C:2]2[CH:3]=[C:4]([CH:7]=[CH:8][CH:9]=2)[C:5]#[N:6])=[N:12][CH:13]=1. Procedure: 3-Hydroxy-benzonitrile was reacted with 2,5-dichloro-pyridine according to the method of Example 78A to provide the title compound. MS (DCI/NH3) m/z 231 (M)+, 233 (M+2)+. RXN SMILES: C([O:3][C:4](=O)/[CH:5]=[CH:6]/[CH:7]=[CH:8]/[C:9]1[CH:14]=[CH:13][CH:12]=[C:11]([Br:15])[N:10]=1)C.[H-].C([Al+]CC(C)C)C(C)C.C(O)(C)C.O>C1(C)C=CC=CC=1.ClCCl>[Br:15][C:11]1[N:10]=[C:9](/[CH:8]=[CH:7]/[CH:6]=[CH:5]/[CH2:4][OH:3])[CH:14]=[CH:13][CH:12]=1 |f:1.2|. The reactants are [H-].C(C(C)C)[Al+]CC(C)C (diisobutylaluminum hydride), C(C)OC(\C=C\C=C\C1=NC(=CC=C1)Br)=O (5-(6-bromo-2-pyridyl)-(E,E)-2,4-pentadienoic acid ethyl ester), C(C)(C)O (isopropanol), O (water). Product: BrC1=CC=CC(=N1)/C=C/C=C/CO (5-(6-bromo-2-pyridyl)-(E,E)-2,4-pentadien-1-ol). Solvent: C1(=CC=CC=C1)C (toluene), ClCCl (dichloromethane). The yield is 99.4%. Reported procedure: A solution of 2.6 g of 5-(6-bromo-2-pyridyl)-(E,E)-2,4-pentadienoic acid ethyl ester in 73 ml of toluene is mixed with stirring and under argon atmosphere at -70° C. by instillation with 15.4 ml of diisobutylaluminum hydride (20% solution in toluene) and the mixture is stirred for 45 more minutes at this temperature. The reaction mixture is mixed at -70° C. in succession by instillation with 5.5 ml of isopropanol and 7.3 ml of water, stirred for 1 hour at room temperature, suctioned off on diato... The reactants are C1=CC=C(C=C1)NC2=CC=C(C=C2)N (p-aminodiphenylamine), OC(C(=O)O)(C)C (α-hydroxy isobutyric acid), amine-acid. Reaction conditions: temperature 250 celsius. Product: N(C1=CC=CC=C1)C1=CC=C(C=C1)NC(C(C)(C)O)=O (N-(4-anilinophenyl)-2-hydroxy-isobutyramide). Isolated yield 88.8%. Reaction SMILES: [CH:1]1[CH:6]=[CH:5][C:4]([NH:7][C:8]2[CH:13]=[CH:12][C:11]([NH2:14])=[CH:10][CH:9]=2)=[CH:3][CH:2]=1.[OH:15][C:16]([CH3:21])([CH3:20])[C:17](O)=[O:18]>>[NH:7]([C:8]1[CH:13]=[CH:12][C:11]([NH:14][C:17](=[O:18])[C:16]([OH:15])([CH3:21])[CH3:20])=[CH:10][CH:9]=1)[C:4]1[CH:3]=[CH:2][CH:1]=[CH:6][CH:5]=1. Procedure details: A 100 milliliter flask was charged with 18.4 grams (0.10 mole) p-aminodiphenylamine and 10.6 grams (0.102 mole) α-hydroxy isobutyric acid from Example 1. The mixture was heated to 190° C. where dehydration of the amine-acid salt begins. Water was distilled from the mixture as the temperature slowly increased to 250° C. 2.35 milliliters of distillate was collected and the color of the mixture turned from blue-black to clear amber. After cooling the mixture to 190° C., the amber liquid was poured ...